From a dataset of the Open Reaction Database (ORD), a public repository of structured organic reaction records. describe an organic reaction: reactants, conditions, products, and yield Yields the product CCC(=O)c1cc(-c2ccccc2)no1. The reactants are [Ca+2], [O-]Cl, [O-]Cl, ClCCl, Cl, CCC(O)c1cc(-c2ccccc2)no1, c1ccncc1. As a reaction SMILES: [Ca+2:25].[Cl:23][O-:24].[Cl:26][O-:27].[Cl:28][CH2:29][Cl:30].[ClH:16].[OH:1][CH:2]([CH2:3][CH3:4])[c:5]1[cH:6][c:7](-[c:10]2[cH:11][cH:12][cH:13][cH:14][cH:15]2)[n:8][o:9]1.[n:17]1[cH:18][cH:19][cH:20][cH:21][cH:22]1>>[O:1]=[C:2]([CH2:3][CH3:4])[c:5]1[cH:6][c:7](-[c:10]2[cH:11][cH:12][cH:13][cH:14][cH:15]2)[n:8][o:9]1. The reactants are O (water), COC1=C(C=C2C(NCC2)=O)C=CC=C1 (3-(2′-methoxybenzylidene)-2-pyrrolidone), COCCCl (2-methoxyethyl chloride), [H-].[Na+] (sodium hydride). Solvent: CN(C=O)C (dimethylformamide). Conditions: time 30 minute. The product is COC1=C(C=C2C(N(CC2)CCOC)=O)C=CC=C1 (3-(2′-methoxybenzylidene)-1-(2-methoxyethyl)-2-pyrrolidone). As a reaction SMILES: [CH3:1][O:2][C:3]1[CH:15]=[CH:14][CH:13]=[CH:12][C:4]=1[CH:5]=[C:6]1[CH2:10][CH2:9][NH:8][C:7]1=[O:11].[H-].[Na+].[CH3:18][O:19][CH2:20][CH2:21]Cl.O>CN(C)C=O>[CH3:1][O:2][C:3]1[CH:15]=[CH:14][CH:13]=[CH:12][C:4]=1[CH:5]=[C:6]1[CH2:10][CH2:9][N:8]([CH2:21][CH2:20][O:19][CH3:18])[C:7]1=[O:11] |f:1.2|. Reported procedure: The intermediate 3-(2′-methoxybenzylidene)-2-pyrrolidone (5.0 g) obtained in Example 317 was dissolved in dimethylformamide (50 ml) and sodium hydride (0.99 g) was added under ice-cooling. The mixture was stirred at room temperature for 30 min. To the reaction mixture was again added 2-methoxyethyl chloride (2.3 ml) under ice-cooling, and the mixture was stirred at room temperature for 1 hr and at 70° C. for 1 hr. After cooling, the reaction mixture was poured into water and extracted with ethyl... Reactants: [H-].[Na+] (sodium hydride), solution, S(=O)(=O)(C1=CC=C(C)C=C1)OCCCCCCOC(=O)C=1C(C(=C(NC1C)C)C(=O)OCC)C1=CC(=CC=C1)[N+](=O)[O-] (1,4-dihydro-2,6-dimethyl-4-(3-nitrophenyl)-3-ethoxycarbonylpyridine-5-carboxylic acid 6-tosyloxyhexyl ester), ClC1=C(C=CC=C1)C=1N=NC(C1)=O (3-o-chlorophenyl-5-pyrazolone), [H][H] (hydrogen), ice water. Solvent: CS(=O)C (dimethylsulfoxide), CS(=O)C (dimethylsulfoxide). Product: ClC1=C(C=CC=C1)C1=CC(=NN1)OCCCCCCOC(=O)C=1C(C(=C(NC1C)C)C(=O)OCC)C1=CC(=CC=C1)[N+](=O)[O-] (1,4-dihydro-2,6-dimethyl-4-(3-nitrophenyl)-3-ethoxycarbonylpyridine-5-carboxylic acid 6-(5-o-chlorophenyl-3-pyrazolyloxy)hexyl ester). Yield: 40.9%. Reaction SMILES: [H-].[Na+].[Cl:3][C:4]1[CH:9]=[CH:8][CH:7]=[CH:6][C:5]=1[C:10]1[N:11]=[N:12][C:13](=[O:15])[CH:14]=1.[H][H].S(O[CH2:29][CH2:30][CH2:31][CH2:32][CH2:33][CH2:34][O:35][C:36]([C:38]1[CH:39]([C:51]2[CH:56]=[CH:55][CH:54]=[C:53]([N+:57]([O-:59])=[O:58])[CH:52]=2)[C:40]([C:46]([O:48][CH2:49][CH3:50])=[O:47])=[C:41]([CH3:45])[NH:42][C:43]=1[CH3:44])=[O:37])(C1C=CC(C)=CC=1)(=O)=O>CS(C)=O>[Cl:3][C:4]1[CH:9]=[CH:8][CH:7]=[CH:6][C:5]=1[C:10]1[NH:11][N:12]=[C:13]([O:15][CH2:29][CH2:30][CH2:31][CH2:32][CH2:33][CH2:34][O:35][C:36]([C:38]2[CH:39]([C:51]3[CH:56]=[CH:55][CH:54]=[C:53]([N+:57]([O-:59])=[O:58])[CH:52]=3)[C:40]([C:46]([O:48][CH2:49][CH3:50])=[O:47])=[C:41]([CH3:45])[NH:42][C:43]=2[CH3:44])=[O:37])[CH:14]=1 |f:0.1|. Procedure: 0.24 g (10 mmole) of sodium hydride was suspended in 10 ml of dimethylsulfoxide, to which was added gradually 1.95 g (10 mmole) of 3-o-chlorophenyl-5-pyrazolone with stirring at room temperature. After evolution of hydrogen had ceased, to this solution was added 10 ml of a solution of 6.01 g (10 mmole) of 1,4-dihydro-2,6-dimethyl-4-(3-nitrophenyl)-3-ethoxycarbonylpyridine-5-carboxylic acid 6-tosyloxyhexyl ester in dimethylsulfoxide, and stirring with heating at 80° C. was continued for an hour. ... The reactants are CC(C)(C)OC(=O)N1CC(SC(c2ccccc2)(c2ccccc2)c2ccccc2)CC1CN=[N+]=[N-], CC(C)(C)OC(=O)N1CC(SC(c2ccccc2)(c2ccccc2)c2ccccc2)CC1CN, O=Cc1cc(F)ccc1F. The product is CC(C)(C)OC(=O)N1CC(SC(c2ccccc2)(c2ccccc2)c2ccccc2)CC1CNCc1cc(F)ccc1F. Reaction SMILES: [C:1]([CH3:2])([CH3:3])([CH3:4])[O:5][C:6](=[O:7])[N:8]1[CH:9]([CH2:33][N:34]=[N+:35]=[N-:36])[CH2:10][CH:11]([S:13][C:14]([c:15]2[cH:16][cH:17][cH:18][cH:19][cH:20]2)([c:21]2[cH:22][cH:23][cH:24][cH:25][cH:26]2)[c:27]2[cH:28][cH:29][cH:30][cH:31][cH:32]2)[CH2:12]1.[C:37]([O:38][C:39]([N:40]1[CH2:41][CH:42]([S:43][C:44]([c:45]2[cH:46][cH:47][cH:48][cH:49][cH:50]2)([c:51]2[cH:52][cH:53][cH:54][cH:55][cH:56]2)[c:57]2[cH:58][cH:59][cH:60][cH:61][cH:62]2)[CH2:63][CH:64]1[CH2:65][NH2:66])=[O:67])([CH3:68])([CH3:69])[CH3:70].[F:71][c:72]1[c:73]([CH:74]=[O:75])[cH:76][c:77]([F:80])[cH:78][cH:79]1>>[C:1]([CH3:2])([CH3:3])([CH3:4])[O:5][C:6](=[O:7])[N:8]1[CH:9]([CH2:33][NH:34][CH2:74][c:73]2[c:72]([F:71])[cH:79][cH:78][c:77]([F:80])[cH:76]2)[CH2:10][CH:11]([S:13][C:14]([c:15]2[cH:16][cH:17][cH:18][cH:19][cH:20]2)([c:21]2[cH:22][cH:23][cH:24][cH:25][cH:26]2)[c:27]2[cH:28][cH:29][cH:30][cH:31][cH:32]2)[CH2:12]1. The reactants are C[N+](=O)[O-] (CH3NO2), CO[Na] (MeONa), CN1CCC(CC1)=O (1-methylpiperidin-4-one). The solvent is CCO (EtOH), C(C)O (ethanol). Yields the product CN1CCC(CC1)(O)C[N+](=O)[O-] (1-methyl-4-(nitromethyl)piperidin-4-ol). Isolated yield 40.2%. As a reaction SMILES: [CH3:1][N+:2]([O-:4])=[O:3].CO[Na].[CH3:8][N:9]1[CH2:14][CH2:13][C:12](=[O:15])[CH2:11][CH2:10]1>CCO>[CH3:8][N:9]1[CH2:14][CH2:13][C:12]([CH2:1][N+:2]([O-:4])=[O:3])([OH:15])[CH2:11][CH2:10]1. Procedure details: CH3NO2 (6.6 mL, 122 mmol) and MeONa (221 mg, 4.1 mmol) was added to a solution of compound 1-methylpiperidin-4-one (10 mL, 81.3 mmol) in EtOH (10 mL). After 30 min more ethanol (15 mL) was added to facilitate stirring. The reaction mixture was stirred at room temperature for 2 days and then filtered through celite. The isolated solid was washed with ether to give the product 1-methyl-4-(nitromethyl)piperidin-4-ol (5.7 g, yield 40.4%). 1H-NMR (DMSO-d6/400 MHz): δ 5.01 (s, 1H), 4.47 (s, 2H), 2.41-... Starting materials: ClC=1C(=NC=CC1)C1=CC2=C(C(=NS2(=O)=O)O)C=C1 (6-(3-chloropyridin-2-yl)-1,2-benzisothiazol-3-ol 1,1-dioxide), NC1=NC=C(C=C1)C(F)(F)F (2-amino-5-trifluoromethylpyridine), C(C)(C)(C)C1=CC=C(N)C=C1 (4-tert-butylaniline). The product is FC(C=1C(=NC=CC1)C1=CC2=C(C(=NS2(=O)=O)NC2=NC=C(C=C2)C(F)(F)F)C=C1)(F)F (6-[3-(trifluoromethyl)pyridin-2-yl]-N-[5-(trifluoromethyl)pyridin-2-yl]-1,2-benzisothiazol-3-amine 1,1-dioxide). As a reaction SMILES: Cl[C:2]1[C:3]([C:8]2[CH:19]=[CH:18][C:11]3[C:12](O)=[N:13][S:14](=[O:16])(=[O:15])[C:10]=3[CH:9]=2)=[N:4][CH:5]=[CH:6][CH:7]=1.[NH2:20][C:21]1[CH:26]=[CH:25][C:24]([C:27]([F:30])([F:29])[F:28])=[CH:23][N:22]=1.C(C1C=CC(N)=CC=1)(C)(C)C>>[F:28][C:27]([F:30])([F:29])[C:2]1[C:3]([C:8]2[CH:19]=[CH:18][C:11]3[C:12]([NH:20][C:21]4[CH:26]=[CH:25][C:24]([C:27]([F:28])([F:30])[F:29])=[CH:23][N:22]=4)=[N:13][S:14](=[O:16])(=[O:15])[C:10]=3[CH:9]=2)=[N:4][CH:5]=[CH:6][CH:7]=1. Procedure details: The title compound was prepared using the procedure as described in Example 1C, substituting the product of Example 7B for the product of Example 1B, and substituting 2-amino-5-trifluoromethylpyridine for 4-tert-butylaniline. 1H NMR (300 MHz, CDCl3) δ 8.92 (d, 1H), 8.72 (d, 1H), 8.67 (s, 1H), 8.45 (brs, 1H), 8.15-8.19 (m, 2H), 8.11 (dd, 1H), 7.95 (d, 1H), 7.89 (d, 1H), 7.57 (dd, 1H). MS (m/z) 473.1. The reactants are COC(=O)c1cccc(CC(C)(C)NCC(O[Si](C)(C)C(C)(C)C)c2ccc(OCc3ccccc3)c3[nH]c(=O)ccc23)c1, C1CCOC1, CO, Cl, [Li+], [OH-], O. The product is CC(C)(Cc1cccc(C(=O)O)c1)NCC(O[Si](C)(C)C(C)(C)C)c1ccc(OCc2ccccc2)c2[nH]c(=O)ccc12. As a reaction SMILES: [CH2:3]([c:4]1[cH:5][cH:6][cH:7][cH:8][cH:9]1)[O:10][c:11]1[cH:12][cH:13][c:14]([CH:22]([CH2:23][NH:24][C:25]([CH2:26][c:27]2[cH:28][c:29]([C:30](=[O:31])[O:32][CH3:33])[cH:34][cH:35][cH:36]2)([CH3:37])[CH3:38])[O:39][Si:40]([CH3:41])([CH3:42])[C:43]([CH3:44])([CH3:45])[CH3:46])[c:15]2[cH:16][cH:17][c:18](=[O:21])[nH:19][c:20]12.[CH2:48]1[O:49][CH2:50][CH2:51][CH2:52]1.[CH3:53][OH:54].[ClH:47].[Li+:2].[OH-:1].[OH2:55]>>[CH2:3]([c:4]1[cH:5][cH:6][cH:7][cH:8][cH:9]1)[O:10][c:11]1[cH:12][cH:13][c:14]([CH:22]([CH2:23][NH:24][C:25]([CH2:26][c:27]2[cH:28][c:29]([C:30](=[O:31])[OH:32])[cH:34][cH:35][cH:36]2)([CH3:37])[CH3:38])[O:39][Si:40]([CH3:41])([CH3:42])[C:43]([CH3:44])([CH3:45])[CH3:46])[c:15]2[cH:16][cH:17][c:18](=[O:21])[nH:19][c:20]12.